This data is from the Open Reaction Database (ORD), a public repository of structured organic reaction records. The task is: describe an organic reaction: reactants, conditions, products, and yield Reactants: CCN(CC)CCOc1ccc(N)cc1, C1CCOC1, CC(C)O, CCNc1nc(Cl)ncc1[N+](=O)[O-]. Yields the product CCNc1nc(Nc2ccc(OCCN(CC)CC)cc2)ncc1[N+](=O)[O-]. As a reaction SMILES: [CH2:14]([CH3:15])[N:16]([CH2:17][CH2:18][O:19][c:20]1[cH:21][cH:22][c:23]([NH2:24])[cH:25][cH:26]1)[CH2:27][CH3:28].[CH2:29]1[O:30][CH2:31][CH2:32][CH2:33]1.[CH3:34][CH:35]([OH:36])[CH3:37].[Cl:1][c:2]1[n:3][cH:4][c:5]([N+:11](=[O:12])[O-:13])[c:6]([NH:8][CH2:9][CH3:10])[n:7]1>>[c:2]1([NH:24][c:23]2[cH:22][cH:21][c:20]([O:19][CH2:18][CH2:17][N:16]([CH2:14][CH3:15])[CH2:27][CH3:28])[cH:26][cH:25]2)[n:3][cH:4][c:5]([N+:11](=[O:12])[O-:13])[c:6]([NH:8][CH2:9][CH3:10])[n:7]1. Starting materials: OC(C(=O)O)C1=CSC=C1 ((RS) 2-hydroxy-2-(thien-3-yl)acetic acid), CI (methyl iodide), C([O-])([O-])=O.[K+].[K+] (potassium carbonate). Run in CC(=O)C (acetone). Product: OC(C(=O)OC)C1=CSC=C1 ((RS) Methyl 2-hydroxy-2-(thien-3-yl)acetate). The yield is 65.3%. Reaction SMILES: [OH:1][CH:2]([C:6]1[CH:10]=[CH:9][S:8][CH:7]=1)[C:3]([OH:5])=[O:4].CI.[C:13](=O)([O-])[O-].[K+].[K+]>CC(C)=O>[OH:1][CH:2]([C:6]1[CH:10]=[CH:9][S:8][CH:7]=1)[C:3]([O:5][CH3:13])=[O:4] |f:2.3.4|. Reported procedure: A mixture of (RS) 2-hydroxy-2-(thien-3-yl)acetic acid (prepared as described in Akiv. Kemi., 58, 519, 1957) (6.32 g), methyl iodide (17 g) and potassium carbonate (6 g) in acetone was refluxed for 2 hours, evaporated under reduced pressure and the residue partitioned between ethyl acetate and water. The organic extracts, after drying over magnesium sulphate, were evaported to leave the title compound as a yellow oil (4.49 g, 67%).